Dataset: the Open Reaction Database (ORD), a public repository of structured organic reaction records. Task: describe an organic reaction: reactants, conditions, products, and yield Starting materials: CO, CC(C)OC(C)C, Cl, O=C(O)C=Cc1cc(O)c(O)c([N+](=O)[O-])c1. Product: COC(=O)C=Cc1cc(O)c(O)c([N+](=O)[O-])c1. As a reaction SMILES: [CH3:25][OH:26].[CH:18]([O:19][CH:20]([CH3:21])[CH3:22])([CH3:23])[CH3:24].[ClH:17].[OH:1][c:2]1[cH:3][c:4]([CH:5]=[CH:6][C:7](=[O:8])[OH:9])[cH:10][c:11]([N+:14](=[O:15])[O-:16])[c:12]1[OH:13]>>[OH:1][c:2]1[cH:3][c:4]([CH:5]=[CH:6][C:7](=[O:8])[O:9][CH3:18])[cH:10][c:11]([N+:14](=[O:15])[O-:16])[c:12]1[OH:13]. The reactants are ClC=1C=C(CC2[N@](C2)S(=O)(=O)C2=CC=C(C=C2)[N+](=O)[O-])C=CC1 ((S)-2-(3-chlorobenzyl)-1-(4-nitrophenylsulfonyl)aziridine), COCC=1N=C(SC1C=1SC=2C=NC=CC2N1)NC(C)=O (N-(4-(methoxymethyl)-5-(thiazolo[5,4-c]pyridin-2-yl)thiazol-2-yl)acetamide), C(=O)([O-])[O-].[Cs+].[Cs+] (Cs2CO3), C(=O)([O-])[O-].[K+].[K+] (K2CO3), SCCO (2-mercaptoethanol). Solvent: CN(C)C=O (DMF), C(Cl)Cl (DCM), CO (MeOH), CN(C)C=O (DMF). Conditions: temperature 50 celsius. The product is N[C@H](CN(C(C)=O)C=1SC(=C(N1)COC)C=1SC=2C=NC=CC2N1)CC1=CC(=CC=C1)Cl (N—((S)-2-amino-3-(3-chlorophenyl)propyl)-N-(4-(methoxymethyl)-5-(thiazolo[5,4-c]pyridin-2-yl)thiazol-2-yl)acetamide). Isolated yield 60.5%. RXN SMILES: [CH3:1][O:2][CH2:3][C:4]1[N:5]=[C:6]([NH:18][C:19](=[O:21])[CH3:20])[S:7][C:8]=1[C:9]1[S:10][C:11]2[CH:12]=[N:13][CH:14]=[CH:15][C:16]=2[N:17]=1.C([O-])([O-])=O.[Cs+].[Cs+].[Cl:28][C:29]1[CH:30]=[C:31]([CH:48]=[CH:49][CH:50]=1)[CH2:32][CH:33]1[CH2:35][N@@:34]1S(C1C=CC([N+]([O-])=O)=CC=1)(=O)=O.C([O-])([O-])=O.[K+].[K+].SCCO>C(Cl)Cl.CO.CN(C=O)C>[NH2:34][C@@H:33]([CH2:32][C:31]1[CH:48]=[CH:49][CH:50]=[C:29]([Cl:28])[CH:30]=1)[CH2:35][N:18]([C:6]1[S:7][C:8]([C:9]2[S:10][C:11]3[CH:12]=[N:13][CH:14]=[CH:15][C:16]=3[N:17]=2)=[C:4]([CH2:3][O:2][CH3:1])[N:5]=1)[C:19](=[O:21])[CH3:20] |f:1.2.3,5.6.7|. Procedure: N-(4-(methoxymethyl)-5-(thiazolo[5,4-c]pyridin-2-yl)thiazol-2-yl)acetamide (0.120 g, 0.375 mmol), Cs2CO3 (0.244 g, 0.749 mmol), and DMF (0.0289 mL, 0.375 mmol) were added to a 50 mL round-bottomed flask. The mixture was stirred at 50° C., and a DMF solution of (S)-2-(3-chlorobenzyl)-1-(4-nitrophenylsulfonyl)aziridine (0.264 g, 0.749 mmol) was added dropwise using an addition funnel. The reaction was stirred for 1 hour, and LCMS indicated very little remaining starting material. K2CO3 (0.259 g, 1...